This data is from the Open Reaction Database (ORD), a public repository of structured organic reaction records. The task is: describe an organic reaction: reactants, conditions, products, and yield Starting materials: Cc1ccccc1, ClCCl, CC(CO)c1ccccc1[N+](=O)[O-], O=S(Cl)Cl, c1ccncc1. Yields the product CC(CCl)c1ccccc1[N+](=O)[O-]. RXN SMILES: [CH3:27][c:28]1[cH:29][cH:30][cH:31][cH:32][cH:33]1.[Cl:24][CH2:25][Cl:26].[N+:5](=[O:6])([O-:7])[c:8]1[c:9]([CH:14]([CH2:15][OH:16])[CH3:17])[cH:10][cH:11][cH:12][cH:13]1.[S:1]([Cl:2])([Cl:3])=[O:4].[cH:18]1[cH:19][cH:20][n:21][cH:22][cH:23]1>>[N+:5](=[O:6])([O-:7])[c:8]1[c:9]([CH:14]([CH2:15][Cl:24])[CH3:17])[cH:10][cH:11][cH:12][cH:13]1. Starting materials: O (water), [H-].[Al+3].[Li+].[H-].[H-].[H-] (lithium aluminum hydride), ClC=1C=CC=2C(C3=CC=CC=C3N(C2C1)C)(CCN(C)C)C(=O)OC (3-chloro-9-methoxycarbonyl-9-(β-dimethylaminoethyl)-10-methylacridane). Solvent: O1CCCC1 (tetrahydrofuran), O1CCCC1 (tetrahydrofuran), O1CCCC1 (tetrahydrofuran). Run at temperature 0 celsius, time 10 minute. Product: ClC=1C=CC=2C(C3=CC=CC=C3N(C2C1)C)(CCN(C)C)CO (3-chloro-9-hydroxymethyl-9-(β-dimethylaminoethyl)-10-methyl-acridane). The yield is 77.8%. As a reaction SMILES: [H-].[Al+3].[Li+].[H-].[H-].[H-].[Cl:7][C:8]1[CH:9]=[CH:10][C:11]2[C:12]([C:28](OC)=[O:29])([CH2:23][CH2:24][N:25]([CH3:27])[CH3:26])[C:13]3[C:18]([N:19]([CH3:22])[C:20]=2[CH:21]=1)=[CH:17][CH:16]=[CH:15][CH:14]=3.O>O1CCCC1>[Cl:7][C:8]1[CH:9]=[CH:10][C:11]2[C:12]([CH2:28][OH:29])([CH2:23][CH2:24][N:25]([CH3:27])[CH3:26])[C:13]3[C:18]([N:19]([CH3:22])[C:20]=2[CH:21]=1)=[CH:17][CH:16]=[CH:15][CH:14]=3 |f:0.1.2.3.4.5|. Procedure details: 25.7 gm of the fumarate of 3-chloro-9-methoxy-carbonyl-9-(β-dimethylaminoethyl)-10-methyl-acridane were suspended in 250 cc of water and after refrigeration, 25 cc of sodium hydroxide solution were added. The mixture was extracted with methylene chloride and the organic phase was washed with water, dried over magnesium sulfate and distilled to dryness in vacuo to obtain 20 gm of 3-chloro-9-methoxycarbonyl-9-(β -dimethylaminoethyl)-10-methylacridane. First 10 gm of lithium aluminum hydride and th...